This data is from the Open Reaction Database (ORD), a public repository of structured organic reaction records. The task is: describe an organic reaction: reactants, conditions, products, and yield Reactants: CC(C)(C)OC(=O)N1CC(OS(C)(=O)=O)CC1C(=O)NC1(C#N)CC1, CS(=O)(=O)O, Fc1ccc(S)c(F)c1. Product: CC(C)(C)OC(=O)N1CC(Sc2ccc(F)cc2F)CC1C(=O)NC1(C#N)CC1. RXN SMILES: [C:6]([CH3:7])([CH3:8])([CH3:9])[O:10][C:11](=[O:12])[N:13]1[CH:14]([C:23]([NH:24][C:25]2([C:28]#[N:29])[CH2:26][CH2:27]2)=[O:30])[CH2:15][CH:16]([O:18][S:19]([CH3:20])(=[O:21])=[O:22])[CH2:17]1.[CH3:1][S:2]([OH:3])(=[O:4])=[O:5].[F:31][c:32]1[c:33]([SH:39])[cH:34][cH:35][c:36]([F:38])[cH:37]1>>[C:6]([CH3:7])([CH3:8])([CH3:9])[O:10][C:11](=[O:12])[N:13]1[CH:14]([C:23]([NH:24][C:25]2([C:28]#[N:29])[CH2:26][CH2:27]2)=[O:30])[CH2:15][CH:16]([S:39][c:33]2[c:32]([F:31])[cH:37][c:36]([F:38])[cH:35][cH:34]2)[CH2:17]1. Procedure: 4-(3-Chloro-4,5-diisopropoxybenzamido)benzoic acid (AAA-051) (103 mg, 48% for final step) was prepared in essentially the same manner as AAA-044 except isopropyl bromide was used instead of cyclopentyl iodide and the reaction performed at 80° C. in step (iii) and that methyl 4-amino-2-methylbenzoate was used instead of methyl 4-aminobenzoate in step (v): m/z 404 [M−H]− (ES−); 1H NMR (400 MHz, DMSO-d6) δ: 12.62 (1H, br s), 10.34 (1H, s), 7.87 (1H, d), 7.73 (1H, dd), 7.68 (2H, d), 7.54 (1H, d), 4.... Yields the product ClC=1C=C(C(=O)NC2=CC(=C(C(=O)O)C=C2)C)C=C(C1OC(C)C)OC(C)C (4-(3-Chloro-4,5-diisopropoxybenzamido)-2-methylbenzoic acid). Starting materials: ClC=1C=C(C(=O)NC2=CC=C(C(=O)O)C=C2)C=C(C1OC(C)C)OC(C)C (4-(3-Chloro-4,5-diisopropoxybenzamido)benzoic acid), C(C)(C)Br (isopropyl bromide), NC1=CC(=C(C(=O)OC)C=C1)C (methyl 4-amino-2-methylbenzoate). As a reaction SMILES: [Cl:1][C:2]1[CH:3]=[C:4]([CH:17]=[C:18]([O:24][CH:25]([CH3:27])[CH3:26])[C:19]=1[O:20][CH:21]([CH3:23])[CH3:22])[C:5]([NH:7][C:8]1[CH:16]=[CH:15][C:11]([C:12]([OH:14])=[O:13])=[CH:10][CH:9]=1)=[O:6].[CH:28](Br)(C)C.NC1C=CC(C(OC)=O)=C(C)C=1>>[Cl:1][C:2]1[CH:3]=[C:4]([CH:17]=[C:18]([O:24][CH:25]([CH3:27])[CH3:26])[C:19]=1[O:20][CH:21]([CH3:22])[CH3:23])[C:5]([NH:7][C:8]1[CH:9]=[CH:10][C:11]([C:12]([OH:14])=[O:13])=[C:15]([CH3:28])[CH:16]=1)=[O:6]. Reactants: CCN=C=NCCCN(C)C.Cl (EDCI.HCl), CCN(C(C)C)C(C)C (DIPEA), C1(=CC=CC=C1)C1=CC(=NN1)C(=O)NCC(=O)O ([(5-phenyl-1H-pyrazole-3-carbonyl)-amino]-acetic acid), C=1C=CC2=C(C1)N=NN2O (HOBt), Cl.Cl.N1CCC(CC1)OC1=C(C=CC=C1)C(C)=O (1-[2-(piperidin-4-yloxy)-phenyl]-ethanone dihydrochloride). Solvent: O (water), CN(C)C=O (DMF). Conditions: time 8 hour. Product: C(C)(=O)C1=C(OC2CCN(CC2)C(CNC(=O)C2=NNC(=C2)C2=CC=CC=C2)=O)C=CC=C1 (5-phenyl-1H-pyrazole-3-carboxylic acid {2-[4-(2-acetyl-phenoxy)-piperidin-1-yl]-2-oxo-ethyl}-amide). The yield is 50.9%. RXN SMILES: CCN(C(C)C)C(C)C.[C:10]1([C:16]2[NH:20][N:19]=[C:18]([C:21]([NH:23][CH2:24][C:25]([OH:27])=O)=[O:22])[CH:17]=2)[CH:15]=[CH:14][CH:13]=[CH:12][CH:11]=1.C1C=CC2N(O)N=NC=2C=1.CCN=C=NCCCN(C)C.Cl.Cl.Cl.[NH:52]1[CH2:57][CH2:56][CH:55]([O:58][C:59]2[CH:64]=[CH:63][CH:62]=[CH:61][C:60]=2[C:65](=[O:67])[CH3:66])[CH2:54][CH2:53]1>CN(C=O)C.O>[C:65]([C:60]1[CH:61]=[CH:62][CH:63]=[CH:64][C:59]=1[O:58][CH:55]1[CH2:56][CH2:57][N:52]([C:25](=[O:27])[CH2:24][NH:23][C:21]([C:18]2[CH:17]=[C:16]([C:10]3[CH:11]=[CH:12][CH:13]=[CH:14][CH:15]=3)[NH:20][N:19]=2)=[O:22])[CH2:53][CH2:54]1)(=[O:67])[CH3:66] |f:3.4,5.6.7|. Reported procedure: DIPEA (232 mg, 1.8 mmol) was added to a stirred solution of [(5-phenyl-1H-pyrazole-3-carbonyl)-amino]-acetic acid (144 mg, 0.6 mmol) in DMF (2 mL) followed by HOBt (97 mg, 0.7 mmol) and EDCI.HCl (137 mg, 0.7 mmol). After 2 minutes 1-[2-(piperidin-4-yloxy)-phenyl]-ethanone dihydrochloride (prepared according to Step 1 and 5 of the General Scheme) (150 mg, 0.6 mmol) was added and stirring was continued at ambient temperature overnight. The reaction mixture was diluted with cold water, extracted wi... Starting materials: CCCCC1COC(=O)C1, Cc1ccccc1, C[Al](C)C, Nc1ccccc1. Product: CCCCC(CO)CC(=O)Nc1ccccc1. Reaction SMILES: [CH2:12]([CH2:13][CH2:14][CH3:15])[CH:16]1[CH2:17][C:18](=[O:21])[O:19][CH2:20]1.[CH3:22][c:23]1[cH:24][cH:25][cH:26][cH:27][cH:28]1.[CH3:8][Al:9]([CH3:10])[CH3:11].[NH2:1][c:2]1[cH:3][cH:4][cH:5][cH:6][cH:7]1>>[NH:1]([c:2]1[cH:3][cH:4][cH:5][cH:6][cH:7]1)[C:18]([CH2:17][CH:16]([CH2:12][CH2:13][CH2:14][CH3:15])[CH2:20][OH:19])=[O:21]. Starting materials: ClC=1C(=C2C(=NC1)N(C(=C2)I)S(=O)(=O)C2=CC=C(C)C=C2)C2=CN=C(S2)C2(CCC2)OCOC (5-(5-chloro-2-iodo-1-tosyl-1H-pyrrolo[2,3-b]pyridin-4-yl)-2-(1-(methoxymethoxy)cyclobutyl)thiazole), CC1(OB(OC1(C)C)C=1C=NN(C1)CCN1CCOCC1)C (4-(2-(4-(4,4,5,5-tetramethyl-1,3,2-dioxaborolan-2-yl)-1H-pyrazol-1-yl)ethyl)morpholine), C([O-])(O)=O (bicarbonate). Reagents/catalysts: Cl[Pd]([P](C1=CC=CC=C1)(C2=CC=CC=C2)C3=CC=CC=C3)([P](C4=CC=CC=C4)(C5=CC=CC=C5)C6=CC=CC=C6)Cl (bis(triphenylphosphine)palladium dichloride). Run in CN(C=O)C (N,N-dimethylformamide). Reaction conditions: temperature 70 celsius. The product is ClC=1C(=C2C(=NC1)N(C(=C2)C=2C=NN(C2)CCN2CCOCC2)S(=O)(=O)C2=CC=C(C)C=C2)C2=CN=C(S2)C2(CCC2)OCOC (4-(2-(4-(5-chloro-4-(2-(1-(methoxymethoxy)cyclobutyl)thiazol-5-yl)-1-tosyl-1H-pyrrolo[2,3-b]pyridin-2-yl)-1H-pyrazol-1-yl)ethyl)morpholine). RXN SMILES: [Cl:1][C:2]1[C:3]([C:22]2[S:26][C:25]([C:27]3([O:31][CH2:32][O:33][CH3:34])[CH2:30][CH2:29][CH2:28]3)=[N:24][CH:23]=2)=[C:4]2[CH:10]=[C:9](I)[N:8]([S:12]([C:15]3[CH:21]=[CH:20][C:18]([CH3:19])=[CH:17][CH:16]=3)(=[O:14])=[O:13])[C:5]2=[N:6][CH:7]=1.CC1(C)C(C)(C)OB([C:43]2[CH:44]=[N:45][N:46]([CH2:48][CH2:49][N:50]3[CH2:55][CH2:54][O:53][CH2:52][CH2:51]3)[CH:47]=2)O1.C(=O)(O)[O-]>CN(C)C=O.Cl[Pd](Cl)([P](C1C=CC=CC=1)(C1C=CC=CC=1)C1C=CC=CC=1)[P](C1C=CC=CC=1)(C1C=CC=CC=1)C1C=CC=CC=1>[Cl:1][C:2]1[C:3]([C:22]2[S:26][C:25]([C:27]3([O:31][CH2:32][O:33][CH3:34])[CH2:30][CH2:29][CH2:28]3)=[N:24][CH:23]=2)=[C:4]2[CH:10]=[C:9]([C:43]3[CH:44]=[N:45][N:46]([CH2:48][CH2:49][N:50]4[CH2:55][CH2:54][O:53][CH2:52][CH2:51]4)[CH:47]=3)[N:8]([S:12]([C:15]3[CH:21]=[CH:20][C:18]([CH3:19])=[CH:17][CH:16]=3)(=[O:14])=[O:13])[C:5]2=[N:6][CH:7]=1 |^1:68,87|. Procedure details: To a stirred ambient solution of 5-(5-chloro-2-iodo-1-tosyl-1H-pyrrolo[2,3-b]pyridin-4-yl)-2-(1-(methoxymethoxy)cyclobutyl)thiazole (Example 1F) (200 mg, 0.318 mmol) and 4-(2-(4-(4,4,5,5-tetramethyl-1,3,2-dioxaborolan-2-yl)-1H-pyrazol-1-yl)ethyl)morpholine (127 mg, 0.413 mmol) in N,N-dimethylformamide (0.79 mL) was added saturated aqueous bicarbonate solution (0.79 mL) followed by bis(triphenylphosphine)palladium dichloride (15.60 mg, 0.022 mmol). The mixture was heated to 70° C. for 4 hours and... Reactants: N=1C=C2C=C(SC3=CC=CC1N23)C=CC(=O)O (3-(5-thia-1,8b-diazaacenaphthylen-4-yl)acrylic acid), C(C)(C)(C)OC(=O)N1CCC(CC1)CN (1-(tert-butoxycarbonyl)piperidin-4-ylmethylamine), C(O)([O-])=O.[Na+] (sodium hydrogen carbonate), P(=O)(OCC)(OCC)C#N (diethyl cyanophosphate). The solvent is CN(C=O)C (N,N-dimethylformamide), C(C)N(CC)CC (triethylamine). Run at time 8 hour. The product is C(C)(C)(C)OC(=O)N1CCC(CC1)CNC(C=CC1=CC2=CN=C3C=CC=C(S1)N32)=O (N-[1-(tert-butoxycarbonyl)piperidin-4-ylmethyl]-3-(5-thia-1,8b-diazaacenaphthylen-4-yl)acrylamide). As a reaction SMILES: [N:1]1[CH:2]=[C:3]2[N:12]3[C:7](=[CH:8][CH:9]=[CH:10][C:11]=13)[S:6][C:5]([CH:13]=[CH:14][C:15]([OH:17])=O)=[CH:4]2.[C:18]([O:22][C:23]([N:25]1[CH2:30][CH2:29][CH:28]([CH2:31][NH2:32])[CH2:27][CH2:26]1)=[O:24])([CH3:21])([CH3:20])[CH3:19].P(C#N)(OCC)(OCC)=O.C(=O)([O-])O.[Na+]>CN(C)C=O.C(N(CC)CC)C>[C:18]([O:22][C:23]([N:25]1[CH2:30][CH2:29][CH:28]([CH2:31][NH:32][C:15](=[O:17])[CH:14]=[CH:13][C:5]2[S:6][C:7]3[N:12]4[C:3](=[CH:2][N:1]=[C:11]4[CH:10]=[CH:9][CH:8]=3)[CH:4]=2)[CH2:27][CH2:26]1)=[O:24])([CH3:21])([CH3:20])[CH3:19] |f:3.4|. Reported procedure: While 0.708 g (2.898 mM) of 3-(5-thia-1,8b-diazaacenaphthylen-4-yl)acrylic acid, 0.68 g (3.19 mM) of 1-(tert-butoxycarbonyl)piperidin-4-ylmethylamine, and 0.48 ml (3.48 mM) of triethylamine were stirred together in 10 ml of N,N-dimethylformamide, 0.53 ml (3.48 mM) of diethyl cyanophosphate was added dropwise at room temperature and the mixture was stirred at the prevailing temperature overnight. This reaction mixture was poured in aqueous solution of sodium hydrogen carbonate and extracted with ...